From a dataset of the Open Reaction Database (ORD), a public repository of structured organic reaction records. describe an organic reaction: reactants, conditions, products, and yield The reactants are FC1(C(NC2=CC=C(C=C12)[N+](=O)[O-])=O)F (3,3-difluoro-5-nitroindolin-2-one). Run in C1CCOC1 (THF). Product: FC1=CNC2=CC=C(C=C12)[N+](=O)[O-] (3-fluoro-5-nitro-1H-indole). Isolated yield 92.5%. As a reaction SMILES: [F:1][C:2]1(F)[C:10]2[C:5](=[CH:6][CH:7]=[C:8]([N+:11]([O-:13])=[O:12])[CH:9]=2)[NH:4][C:3]1=O>C1COCC1>[F:1][C:2]1[C:10]2[C:5](=[CH:6][CH:7]=[C:8]([N+:11]([O-:13])=[O:12])[CH:9]=2)[NH:4][CH:3]=1. Reported procedure: Add borane-tetrahydrofuran complex (1M, 15 mL) dropwise to the solution of 3,3-difluoro-5-nitroindolin-2-one (650 mg, 3 mmol) in THF (10 mL) at 0° C. After addition, stir the reaction at 70° C. for 5 hrs. Concentrate under reduced pressure, add ethyl acetate to the residue, wash the organic layer with saturated sodium bicarbonate solution twice and then with brine twice, dry over anhydrous sodium sulfate. Concentrate under reduced pressure to obtain the crude product. Purify by flash chromatogra... The reactants are CCO, CCOC(C)=O, Cl, Cc1cc(C)c(S(=O)(=O)Cl)cc1-n1nc(C(F)(F)F)nc1N, O, [Zn]. Yields the product Cc1cc(C)c(-n2nc(C(F)(F)F)nc2N)cc1S. As a reaction SMILES: [CH3:23][CH2:24][OH:25].[CH3:29][CH2:30][O:31][C:32](=[O:33])[CH3:34].[ClH:26].[NH2:1][c:2]1[n:3][c:4]([C:19]([F:20])([F:21])[F:22])[n:5][n:6]1-[c:7]1[c:8]([CH3:18])[cH:9][c:10]([CH3:17])[c:11]([S:13]([Cl:14])(=[O:15])=[O:16])[cH:12]1.[OH2:27].[Zn:28]>>[NH2:1][c:2]1[n:3][c:4]([C:19]([F:20])([F:21])[F:22])[n:5][n:6]1-[c:7]1[c:8]([CH3:18])[cH:9][c:10]([CH3:17])[c:11]([SH:13])[cH:12]1.